Dataset: the Open Reaction Database (ORD), a public repository of structured organic reaction records. Task: describe an organic reaction: reactants, conditions, products, and yield Starting materials: NC1=C(C=CC(=C1)OC)NC(OC(C)(C)C)=O (tert-butyl 2-amino-4-methoxyphenylcarbamate), C(=O)([O-])[O-].[K+].[K+] (K2CO3). Solvent: CN(C)C=O (DMF). Run at temperature 130 celsius. Yields the product COC1=CC2=C(NC(N2)=O)C=C1 (5-methoxy-1H-benzo[d]imidazol-2(3H)-one). Yield: 71.7%. As a reaction SMILES: [NH2:1][C:2]1[CH:7]=[C:6]([O:8][CH3:9])[CH:5]=[CH:4][C:3]=1[NH:10][C:11](=[O:17])OC(C)(C)C.C([O-])([O-])=O.[K+].[K+]>CN(C=O)C>[CH3:9][O:8][C:6]1[CH:5]=[CH:4][C:3]2[NH:10][C:11](=[O:17])[NH:1][C:2]=2[CH:7]=1 |f:1.2.3|. Procedure details: Intermediate 36 (7.3 g, 30.6 mmol) was dissolved in DMF (70 mL). To this solution was added anhydrous K2CO3 (4.7 g, 33.7 mmol) and the mixture was heated to reflux (130° C.) for 5 h. The solvent was removed under pressure, the residue was poured into ice water, and the aq phase was extracted with EtOAc. The combined organic layers were dried over anhydrous Na2SO4, concentrated under vacuum, and the resulting yellow solid was recrystallized from EtOH to give 5-methoxy-1H-benzo[d]imidazol-2(3H)-on... The reactants are C(C)(C)(C)OC(NC1=C(C=C(C=C1)C(F)(F)F)N)=O ((2-amino-4-trifluoromethyl-phenyl)-carbamic acid tert-butyl ester), C(C)(C)(C)OC(CC(=O)C1=CC(=CC=C1)C=1C=NC=CC1C)=O (3-[3-(4-methyl-pyridin-3-yl)-phenyl]-3-oxo-propionic acid tert-butyl ester). Product: C(C)(C)(C)OC(NC1=C(C=C(C=C1)C(F)(F)F)NC(CC(=O)C1=CC(=CC=C1)C=1C=NC=CC1C)=O)=O ((2-{3-[3-(4-Methyl-pyridin-3-yl)-phenyl]-3-oxo-propionylamino}-4-trifluoromethyl-phenyl)-carbamic acid tert-butyl ester), foam. The yield is 72.0%. RXN SMILES: [C:1]([O:5][C:6](=[O:19])[NH:7][C:8]1[CH:13]=[CH:12][C:11]([C:14]([F:17])([F:16])[F:15])=[CH:10][C:9]=1[NH2:18])([CH3:4])([CH3:3])[CH3:2].C([O:24][C:25](=O)[CH2:26][C:27]([C:29]1[CH:34]=[CH:33][CH:32]=[C:31]([C:35]2[CH:36]=[N:37][CH:38]=[CH:39][C:40]=2[CH3:41])[CH:30]=1)=[O:28])(C)(C)C>>[C:1]([O:5][C:6](=[O:19])[NH:7][C:8]1[CH:13]=[CH:12][C:11]([C:14]([F:17])([F:16])[F:15])=[CH:10][C:9]=1[NH:18][C:25](=[O:24])[CH2:26][C:27]([C:29]1[CH:34]=[CH:33][CH:32]=[C:31]([C:35]2[CH:36]=[N:37][CH:38]=[CH:39][C:40]=2[CH3:41])[CH:30]=1)=[O:28])([CH3:4])([CH3:2])[CH3:3]. Procedure details: The title compound was prepared from (2-amino-4-trifluoromethyl-phenyl)-carbamic acid tert-butyl ester (Example J3) (207 mg, 0.75 mmol) and 3-[3-(4-methyl-pyridin-3-yl)-phenyl]-3-oxo-propionic acid tert-butyl ester (Example K30) (234 mg, 0.75 mmol) according to the general procedure M. Obtained as a light yellow foam (276 mg, 72%). Starting materials: CN[C@@H]1CC[C@H](CC1)O (trans-4-Methylamino-cyclohexanol), BrC1=CC=C(C=C1)S(=O)(=O)Cl (4-bromobenzenesulfonylchloride). The product is BrC1=CC=C(C=C1)S(=O)(=O)N(C)[C@@H]1CC[C@H](CC1)O (trans-4-Bromo-N-(4-hydroxy-cyclohexyl)-N-methyl-benzenesulfonamide). RXN SMILES: [CH3:1][NH:2][C@H:3]1[CH2:8][CH2:7][C@H:6]([OH:9])[CH2:5][CH2:4]1.[Br:10][C:11]1[CH:16]=[CH:15][C:14]([S:17](Cl)(=[O:19])=[O:18])=[CH:13][CH:12]=1>>[Br:10][C:11]1[CH:16]=[CH:15][C:14]([S:17]([N:2]([C@H:3]2[CH2:8][CH2:7][C@H:6]([OH:9])[CH2:5][CH2:4]2)[CH3:1])(=[O:19])=[O:18])=[CH:13][CH:12]=1. Procedure: In analogy to example 11.9. trans-4-Methylamino-cyclohexanol and 4-bromobenzenesulfonylchloride were reacted to yield trans-4-Bromo-N-(4-hydroxy-cyclohexyl)-N-methyl-benzenesulfonamide as off-white solid, MS: 348 (MH+, 1Br). Starting materials: ON=C(C(=O)OCC)C(CSCCS)=O (Ethyl 2-hydroxyimino-4-(2-mercapto-ethylthio)-3-oxo-butyrate), O.C1(=CC=C(C=C1)S(=O)(=O)O)C (p-toluenesulphonic acid monohydrate), NC(C(=O)[O-])C=1SCCSC1 (α-amino-(5,6-dihydro-1,4-dithiin-2-yl)-acetate). Solvent: C1(=CC=CC=C1)C (toluene), C(Cl)(Cl)Cl (chloroform), C(Cl)(Cl)(Cl)Cl (carbon tetrachloride). Reaction conditions: temperature 60 celsius. The product is ON=C(C(=O)OCC)C=1SCCSC1 (Ethyl α-hydroxyimino-(5,6-dihydro-1,4-dithiin-2-yl)-acetate). The yield is 28.5%. As a reaction SMILES: [OH:1][N:2]=[C:3]([C:9](=O)[CH2:10][S:11][CH2:12][CH2:13][SH:14])[C:4]([O:6][CH2:7][CH3:8])=[O:5].O.C1(C)C=CC(S(O)(=O)=O)=CC=1.NC(C1SCCSC=1)C([O-])=O>C1(C)C=CC=CC=1.C(Cl)(Cl)Cl.C(Cl)(Cl)(Cl)Cl>[OH:1][N:2]=[C:3]([C:9]1[S:14][CH2:13][CH2:12][S:11][CH:10]=1)[C:4]([O:6][CH2:7][CH3:8])=[O:5] |f:1.2|. Procedure: Ethyl 2-hydroxyimino-4-(2-mercapto-ethylthio)-3-oxo-butyrate (655 g.) is suspended in toluene (3,500 cc.) in the presence of p-toluenesulphonic acid monohydrate (22 g.). The mixture is heated under reflux (the water being removed at the rate of which it is formed, in a Dean and Stark apparatus) for 40 minutes, then cooled to 60° C., and concentrated to dryness under reduced pressure (20 mm.Hg). The residue is dissolved in ethyl acetate (200 cc.) and the solution is washed twice with a saturated ... Reactants: COc1nc(Cl)nc(Nc2ccc(-n3cnc(C)c3)c(OC)c2)n1, Oc1ccc(F)cc1. The product is COc1nc(Nc2ccc(-n3cnc(C)c3)c(OC)c2)nc(Oc2ccc(F)cc2)n1. As a reaction SMILES: [Cl:1][c:2]1[n:3][c:4]([NH:10][c:11]2[cH:12][c:13]([O:23][CH3:24])[c:14](-[n:17]3[cH:18][n:19][c:20]([CH3:22])[cH:21]3)[cH:15][cH:16]2)[n:5][c:6]([O:8][CH3:9])[n:7]1.[F:25][c:26]1[cH:27][cH:28][c:29]([OH:32])[cH:30][cH:31]1>>[c:2]1([O:32][c:29]2[cH:28][cH:27][c:26]([F:25])[cH:31][cH:30]2)[n:3][c:4]([NH:10][c:11]2[cH:12][c:13]([O:23][CH3:24])[c:14](-[n:17]3[cH:18][n:19][c:20]([CH3:22])[cH:21]3)[cH:15][cH:16]2)[n:5][c:6]([O:8][CH3:9])[n:7]1. Reactants: O=C1CC(c2ccccc2)Oc2cc(F)c(Br)cc21, O=C([O-])[O-], Cc1ccccc1, CCO, OB(O)c1cccnc1F, [Na+], [Na+], Cl[Pd]Cl, c1ccc(P(c2ccccc2)c2ccccc2)cc1, c1ccc(P(c2ccccc2)c2ccccc2)cc1, c1ccc(P(c2ccccc2)c2ccccc2)cc1. Product: O=C1CC(c2ccccc2)Oc2cc(F)c(-c3cccnc3F)cc21. RXN SMILES: [Br:1][c:2]1[cH:3][c:4]2[c:9]([cH:10][c:11]1[F:12])[O:8][CH:7]([c:13]1[cH:14][cH:15][cH:16][cH:17][cH:18]1)[CH2:6][C:5]2=[O:19].[C:30](=[O:31])([O-:32])[O-:33].[CH3:55][c:56]1[cH:57][cH:58][cH:59][cH:60][cH:61]1.[CH3:62][CH2:63][OH:64].[F:20][c:21]1[n:22][cH:23][cH:24][cH:25][c:26]1[B:27]([OH:28])[OH:29].[Na+:34].[Na+:35].[Pd:65]([Cl:66])[Cl:67].[c:36]1([P:37]([c:38]2[cH:39][cH:40][cH:41][cH:42][cH:43]2)[c:44]2[cH:45][cH:46][cH:47][cH:48][cH:49]2)[cH:50][cH:51][cH:52][cH:53][cH:54]1.[c:68]1([P:69]([c:70]2[cH:71][cH:72][cH:73][cH:74][cH:75]2)[c:76]2[cH:77][cH:78][cH:79][cH:80][cH:81]2)[cH:82][cH:83][cH:84][cH:85][cH:86]1.[c:87]1([P:88]([c:89]2[cH:90][cH:91][cH:92][cH:93][cH:94]2)[c:95]2[cH:96][cH:97][cH:98][cH:99][cH:100]2)[cH:101][cH:102][cH:103][cH:104][cH:105]1>>[c:2]1(-[c:26]2[c:21]([F:20])[n:22][cH:23][cH:24][cH:25]2)[cH:3][c:4]2[c:9]([cH:10][c:11]1[F:12])[O:8][CH:7]([c:13]1[cH:14][cH:15][cH:16][cH:17][cH:18]1)[CH2:6][C:5]2=[O:19]. The reactants are FCC(CF)OC=1C=C(C(=O)NC2=NN(C=C2)C)C=C(C1)OCC1=CC=CC=C1 (3-{[2-fluoro-1-(fluoromethyl)ethyl]oxy}-N-(1-methyl-1H-pyrazol-3-yl)-5-[(phenylmethyl)oxy]benzamide). Reagents/catalysts: [Pd] (palladium on carbon). Solvent: C(C)O (ethanol). Reaction conditions: time 8 hour. Product: FCC(CF)OC=1C=C(C(=O)NC2=NN(C=C2)C)C=C(C1)O (3-{[2-Fluoro-1-(fluoromethyl)ethyl]oxy}-5-hydroxy-N-(1-methyl-1H-pyrazol-3-yl)benzamide). The yield is 93.3%. Reaction SMILES: [F:1][CH2:2][CH:3]([O:6][C:7]1[CH:8]=[C:9]([CH:19]=[C:20]([O:22]CC2C=CC=CC=2)[CH:21]=1)[C:10]([NH:12][C:13]1[CH:17]=[CH:16][N:15]([CH3:18])[N:14]=1)=[O:11])[CH2:4][F:5]>[Pd].C(O)C>[F:5][CH2:4][CH:3]([O:6][C:7]1[CH:8]=[C:9]([CH:19]=[C:20]([OH:22])[CH:21]=1)[C:10]([NH:12][C:13]1[CH:17]=[CH:16][N:15]([CH3:18])[N:14]=1)=[O:11])[CH2:2][F:1]. Reported procedure: A solution of 3-{[2-fluoro-1-(fluoromethyl)ethyl]oxy}-N-(1-methyl-1H-pyrazol-3-yl)-5-[(phenylmethyl)oxy]benzamide (2.46 g, 6.13 mmol) and 10% by weigh palladium on carbon (0.246 g) in ethanol (100 mL) was allowed to stir at RT, under a hydrogen atmosphere overnight. The solution was filtered through Celite® and the residue was washed with methanol (100 mL). The solution was evaporated to give the desired compound (1.78 g). 1H NMR δ (d6-DMSO): 3.78 (s, 3H), 4.72 (m, 4H), 4.97 (m, 1H), 6.57 (d, 2H... The reactants are BrCC(=O)C1=C(N=C(S1)O)C(=O)OCC (ethyl 5-(2-bromoacetyl)-2-hydroxy-4-thiazolecarboxylate), NC1=NC=CC=C1C (2-amino-3-methylpyridine). Run in COCCOC (1,2-dimethoxyethane). Yields the product C(C)OC(=O)C=1N=C(SC1C=1N=C2N(C=CC=C2C)C1)O (2-(4-ethoxycarbonyl-2-hydroxy-5-thiazolyl)-8-methylimidazo[1,2-a]pyridine). Yield: 58.0%. RXN SMILES: Br[CH2:2][C:3]([C:5]1[S:9][C:8]([OH:10])=[N:7][C:6]=1[C:11]([O:13][CH2:14][CH3:15])=[O:12])=O.[NH2:16][C:17]1[C:22]([CH3:23])=[CH:21][CH:20]=[CH:19][N:18]=1>COCCOC>[CH2:14]([O:13][C:11]([C:6]1[N:7]=[C:8]([OH:10])[S:9][C:5]=1[C:3]1[N:16]=[C:17]2[C:22]([CH3:23])=[CH:21][CH:20]=[CH:19][N:18]2[CH:2]=1)=[O:12])[CH3:15]. Reported procedure: A solution of ethyl 5-(2-bromoacetyl)-2-hydroxy-4-thiazolecarboxylate (2.94 g) and 2-amino-3-methylpyridine (3.24 g) in 1,2-dimethoxyethane (100 ml) was refluxed for 1.5 hours. The reaction mixture was evaporated in vacuo. To the residue was added a mixture of ethyl acetate and water, and the resulting mixture was acidified to pH 0.8 with 10% hydrochloric acid. The separated aqueous layer was adjusted to pH 7.5 with 20% potassium carbonate and extracted with ethyl acetate. The extract was washed... Reactants: CC(C)(C)OC(=O)N1CCNC(=O)C1, [Li]CCCC, CCCCCC, CC(C)NC(C)C, [Cl-], ClCc1ccc2c(c1)OCO2, [NH4+], C1CCOC1. Yields the product CC(C)(C)OC(=O)N1CCNC(=O)C1Cc1ccc2c(c1)OCO2. As a reaction SMILES: [C:19]([CH3:20])([CH3:21])([CH3:22])[O:23][C:24](=[O:25])[N:26]1[CH2:27][C:28](=[O:32])[NH:29][CH2:30][CH2:31]1.[CH2:7]([Li:8])[CH2:9][CH2:10][CH3:11].[CH3:1][CH2:2][CH2:3][CH2:4][CH2:5][CH3:6].[CH:12]([NH:13][CH:14]([CH3:15])[CH3:16])([CH3:17])[CH3:18].[Cl-:44].[Cl:33][CH2:34][c:35]1[cH:36][c:37]2[c:38]([cH:42][cH:43]1)[O:39][CH2:40][O:41]2.[NH4+:45].[O:46]1[CH2:47][CH2:48][CH2:49][CH2:50]1>>[C:19]([CH3:20])([CH3:21])([CH3:22])[O:23][C:24](=[O:25])[N:26]1[CH:27]([CH2:34][c:35]2[cH:36][c:37]3[c:38]([cH:42][cH:43]2)[O:39][CH2:40][O:41]3)[C:28](=[O:32])[NH:29][CH2:30][CH2:31]1.